Dataset: the Open Reaction Database (ORD), a public repository of structured organic reaction records. Task: describe an organic reaction: reactants, conditions, products, and yield Starting materials: C1(=CC=CC=C1)P(C1=CC=CC=C1)C1=CC=CC=C1 (triphenylphosphine), BrN1C(CCC1=O)=O (N-bromosuccinimide), FC1=C(C=C(C=C1)CCCO)C (3-(4-fluoro-3-methylphenyl)-1-propanol). Solvent: C(Cl)Cl (methylene chloride). Conditions: time 4 hour. The product is BrCCCC1=CC(=C(C=C1)F)C (1-(3-bromopropyl)-4-fluoro-3-methylbenzene). Yield: 41.2%. RXN SMILES: [F:1][C:2]1[CH:7]=[CH:6][C:5]([CH2:8][CH2:9][CH2:10]O)=[CH:4][C:3]=1[CH3:12].C1(P(C2C=CC=CC=2)C2C=CC=CC=2)C=CC=CC=1.[Br:32]N1C(=O)CCC1=O>C(Cl)Cl>[Br:32][CH2:10][CH2:9][CH2:8][C:5]1[CH:6]=[CH:7][C:2]([F:1])=[C:3]([CH3:12])[CH:4]=1. Reported procedure: Compound 44-3 (5.47 g) was dissolved in methylene chloride (30 ml), triphenylphosphine (9.39 g) and N-bromosuccinimide (6.37 g) were added under ice-cooling, and the mixture was stirred under ice-cooling for 2 hr, and at room temperature for 4 hr. The reaction mixture was washed with water and saturated brine, and dried over anhydrous magnesium sulfate. The solvent was evaporated under reduced pressure. Diethyl ether (100 ml) was added, and the precipitated triphenylphosphine oxide was filtered ... Reactants: N1CCCCC1 (piperidine), C(C)OC(CN1C(=C(C2=CC(=CC=C12)F)CC1=C(C=CC=C1)S(=O)(=O)Cl)C)=O (2-(3-(2-(chlorosulfonyl)benzyl)-5-fluoro-2-methyl-1H-indol-1-yl)acetic acid ethyl ester). The solvent is O (water), N1=CC=CC=C1 (pyridine). Conditions: time 18 hour. Yields the product C(C)OC(CN1C(=C(C2=CC(=CC=C12)F)CC1=C(C=CC=C1)S(=O)(=O)N1CCCCC1)C)=O (2-(5-fluoro-2-methyl-3-(2-(piperidin-1-ylsulfonyl)benzyl)-1H-indol-1-yl)acetic acid ethyl ester). Yield: 72.2%. Reaction SMILES: [NH:1]1[CH2:6][CH2:5][CH2:4][CH2:3][CH2:2]1.[CH2:7]([O:9][C:10](=[O:34])[CH2:11][N:12]1[C:20]2[C:15](=[CH:16][C:17]([F:21])=[CH:18][CH:19]=2)[C:14]([CH2:22][C:23]2[CH:28]=[CH:27][CH:26]=[CH:25][C:24]=2[S:29](Cl)(=[O:31])=[O:30])=[C:13]1[CH3:33])[CH3:8]>N1C=CC=CC=1.O>[CH2:7]([O:9][C:10](=[O:34])[CH2:11][N:12]1[C:20]2[C:15](=[CH:16][C:17]([F:21])=[CH:18][CH:19]=2)[C:14]([CH2:22][C:23]2[CH:28]=[CH:27][CH:26]=[CH:25][C:24]=2[S:29]([N:1]2[CH2:6][CH2:5][CH2:4][CH2:3][CH2:2]2)(=[O:31])=[O:30])=[C:13]1[CH3:33])[CH3:8]. Procedure details: To a stirred solution of piperidine (0.36 mL, 3.6 mmol) in pyridine (50 mL) was added 2-(3-(2-(chlorosulfonyl)benzyl)-5-fluoro-2-methyl-1H-indol-1-yl)acetic acid ethyl ester (1.53 g, 3.6 mmol), and the resulting solution stirred at room temperature for 18 h. The mixture was then diluted with water and extracted with ethyl acetate. The organic layer was washed with saturated copper sulfate solution (×3), dried over anhydrous magnesium sulfate, filtered and evaporated in vacuo to afford 2-(5-fluor... Starting materials: Br, COc1ccc(N2CCN(c3ccc(N4C(=O)N(C(C)C(C)=O)C(C)(C)C4=O)cc3)CC2)cc1, [Na+], [Na+], O, O=S([O-])OS(=O)[O-]. Yields the product CC(=O)C(C)N1C(=O)N(c2ccc(N3CCN(c4ccc(O)cc4)CC3)cc2)C(=O)C1(C)C. RXN SMILES: [BrH:44].[CH3:1][O:2][c:3]1[cH:4][cH:5][c:6]([N:9]2[CH2:10][CH2:11][N:12]([c:15]3[cH:16][cH:17][c:18]([N:21]4[C:22](=[O:34])[N:23]([CH:29]([C:30]([CH3:31])=[O:32])[CH3:33])[C:24]([CH3:27])([CH3:28])[C:25]4=[O:26])[cH:19][cH:20]3)[CH2:13][CH2:14]2)[cH:7][cH:8]1.[Na+:42].[Na+:43].[OH2:45].[S:35]([O:36][S:37]([O-:38])=[O:39])([O-:40])=[O:41]>>[OH:2][c:3]1[cH:4][cH:5][c:6]([N:9]2[CH2:10][CH2:11][N:12]([c:15]3[cH:16][cH:17][c:18]([N:21]4[C:22](=[O:34])[N:23]([CH:29]([C:30]([CH3:31])=[O:32])[CH3:33])[C:24]([CH3:27])([CH3:28])[C:25]4=[O:26])[cH:19][cH:20]3)[CH2:13][CH2:14]2)[cH:7][cH:8]1. Starting materials: COC=1C=C(C=CC1OC)C1=NNC([C@H]2CC=CC[C@@H]12)=O ((cis)-4-(3,4-Dimethoxyphenyl)-4a,5,8,8a-tetrahydro-2H-phthalazin-1-one), Cl.N1=CC=C(C=C1)CCl (4-picolylchloride hydrochloride), compound 105. Yields the product COC=1C=C(C=CC1OC)C1=NN(C([C@H]2CC=CC[C@@H]12)=O)CC1=CC=NC=C1 ((cis)-4-(3,4-Dimethoxyphenyl)-2-(4-pyridylmethyl)-4a,5,8,8a-tetrahydro-2H-phthalazin-1-one). Reaction SMILES: [CH3:1][O:2][C:3]1[CH:4]=[C:5]([C:11]2[C@H:20]3[C@H:15]([CH2:16][CH:17]=[CH:18][CH2:19]3)[C:14](=[O:21])[NH:13][N:12]=2)[CH:6]=[CH:7][C:8]=1[O:9][CH3:10].Cl.[N:23]1[CH:28]=[CH:27][C:26]([CH2:29]Cl)=[CH:25][CH:24]=1>>[CH3:1][O:2][C:3]1[CH:4]=[C:5]([C:11]2[C@H:20]3[C@H:15]([CH2:16][CH:17]=[CH:18][CH2:19]3)[C:14](=[O:21])[N:13]([CH2:29][C:26]3[CH:27]=[CH:28][N:23]=[CH:24][CH:25]=3)[N:12]=2)[CH:6]=[CH:7][C:8]=1[O:9][CH3:10] |f:1.2|. Reported procedure: Prepared from compound 3 and 4-picolylchloride hydrochloride as described for compound 105. Purified by chromatography (ethyl acetate). Crystallized from diethyl ether. M.p. 121°-124° C. Reactants: COc1cc(OC)nc(S(C)(=O)=O)n1, NC1CCCc2c1[nH]c1ccc(Cl)cc21. Yields the product COc1cc(OC)nc(NC2CCCc3c2[nH]c2ccc(Cl)cc32)n1. As a reaction SMILES: [CH3:16][O:17][c:18]1[n:19][c:20]([S:26]([CH3:27])(=[O:28])=[O:29])[n:21][c:22]([O:24][CH3:25])[cH:23]1.[Cl:1][c:2]1[cH:3][c:4]2[c:5]3[c:10]([nH:11][c:12]2[cH:13][cH:14]1)[CH:9]([NH2:15])[CH2:8][CH2:7][CH2:6]3>>[Cl:1][c:2]1[cH:3][c:4]2[c:5]3[c:10]([nH:11][c:12]2[cH:13][cH:14]1)[CH:9]([NH:15][c:20]1[n:19][c:18]([O:17][CH3:16])[cH:23][c:22]([O:24][CH3:25])[n:21]1)[CH2:8][CH2:7][CH2:6]3.